From a dataset of the Open Reaction Database (ORD), a public repository of structured organic reaction records. describe an organic reaction: reactants, conditions, products, and yield Starting materials: CO, Cl, COCCCCc1c(C(=O)N(CC(C)C)C2CC(CO)CN(C(=O)OC(C)(C)C)C2)nnn1-c1ccccc1F. Product: Cl, COCCCCc1c(C(=O)N(CC(C)C)C2CNCC(CO)C2)nnn1-c1ccccc1F. Reaction SMILES: [CH3:41][OH:42].[ClH:43].[F:1][c:2]1[c:3](-[n:8]2[n:9][n:10][c:11]([C:19](=[O:20])[N:21]([CH:22]3[CH2:23][N:24]([C:30]([O:31][C:32]([CH3:33])([CH3:34])[CH3:35])=[O:36])[CH2:25][CH:26]([CH2:28][OH:29])[CH2:27]3)[CH2:37][CH:38]([CH3:39])[CH3:40])[c:12]2[CH2:13][CH2:14][CH2:15][CH2:16][O:17][CH3:18])[cH:4][cH:5][cH:6][cH:7]1>>[ClH:43].[F:1][c:2]1[c:3](-[n:8]2[n:9][n:10][c:11]([C:19](=[O:20])[N:21]([CH:22]3[CH2:23][NH:24][CH2:25][CH:26]([CH2:28][OH:29])[CH2:27]3)[CH2:37][CH:38]([CH3:39])[CH3:40])[c:12]2[CH2:13][CH2:14][CH2:15][CH2:16][O:17][CH3:18])[cH:4][cH:5][cH:6][cH:7]1. Starting materials: Cc1ccccc1, O=C=Nc1cccc(C(F)(F)F)c1, NCCCn1ccnc1. Product: O=C(NCCCn1ccnc1)Nc1cccc(C(F)(F)F)c1. Reaction SMILES: [CH3:23][c:24]1[cH:25][cH:26][cH:27][cH:28][cH:29]1.[F:10][C:11]([c:12]1[cH:13][c:14]([N:18]=[C:19]=[O:20])[cH:15][cH:16][cH:17]1)([F:21])[F:22].[n:1]1([CH2:6][CH2:7][CH2:8][NH2:9])[cH:2][n:3][cH:4][cH:5]1>>[n:1]1([CH2:6][CH2:7][CH2:8][NH:9][C:19]([NH:18][c:14]2[cH:13][c:12]([C:11]([F:10])([F:21])[F:22])[cH:17][cH:16][cH:15]2)=[O:20])[cH:2][n:3][cH:4][cH:5]1. The reactants are ClCC=O (chloro-acetaldehyde), COCCOC=1C(=NC=C(C1)OC1=CC=CC=C1)NC(=S)N ([3-(2-Methoxy-ethoxy)-5-phenoxy-pyridine-2-yl]-thiourea), ice water. The solvent is CN(C)C=O (DMF). Run at temperature 100 celsius, time 3 hour. The product is COCCOC=1C(=NC=C(C1)OC1=CC=CC=C1)NC=1SC=CN1 ([3-(2-Methoxy-ethoxy)-5-phenoxy-pyridine-2-yl]-thiazole-2-yl-amine). Yield: 45.0%. As a reaction SMILES: [CH3:1][O:2][CH2:3][CH2:4][O:5][C:6]1[C:7]([NH:19][C:20]([NH2:22])=[S:21])=[N:8][CH:9]=[C:10]([O:12][C:13]2[CH:18]=[CH:17][CH:16]=[CH:15][CH:14]=2)[CH:11]=1.Cl[CH2:24][CH:25]=O>CN(C=O)C>[CH3:1][O:2][CH2:3][CH2:4][O:5][C:6]1[C:7]([NH:19][C:20]2[S:21][CH:24]=[CH:25][N:22]=2)=[N:8][CH:9]=[C:10]([O:12][C:13]2[CH:18]=[CH:17][CH:16]=[CH:15][CH:14]=2)[CH:11]=1. Reported procedure: [3-(2-Methoxy-ethoxy)-5-phenoxy-pyridine-2-yl]-thiourea (0.24 mmol) is dissolved in DMF (1 ml) and chloro-acetaldehyde (1.1 eq., 55% in water) is added and stirred 3 hours at 100° C. After cooling to room temperature the suspension is pored into ice-water and extracted with methyl-tert.-butyl ether. The combined organic phases are washed with brine and dried over MgSO4. The solvent is removed in vacuo. [3-(2-Methoxy-ethoxy)-5-phenoxy-pyridine-2-yl]-thiazole-2-yl-amine (“A20”) is obtained after r... Reactants: O=C(O)c1ccc(CC2(C(=O)O)CCCN2C(=O)Nc2cc(Cl)cc(Cl)c2)cc1, O=S(Cl)Cl. Yields the product O=C(O)c1ccc(CC23CCCN2C(=O)N(c2cc(Cl)cc(Cl)c2)C3=O)cc1. Reaction SMILES: [Cl:1][c:2]1[cH:3][c:4]([NH:9][C:10](=[O:11])[N:12]2[C:13]([C:14](=[O:15])[OH:16])([CH2:20][c:21]3[cH:22][cH:23][c:24]([C:27](=[O:28])[OH:29])[cH:25][cH:26]3)[CH2:17][CH2:18][CH2:19]2)[cH:5][c:6]([Cl:8])[cH:7]1.[S:30]([Cl:31])([Cl:32])=[O:33]>>[Cl:1][c:2]1[cH:3][c:4]([N:9]2[C:10](=[O:11])[N:12]3[C:13]([CH2:20][c:21]4[cH:22][cH:23][c:24]([C:27](=[O:28])[OH:29])[cH:25][cH:26]4)([C:14]2=[O:16])[CH2:17][CH2:18][CH2:19]3)[cH:5][c:6]([Cl:8])[cH:7]1. The reactants are ClC1=CC(=CC=C1)C(=O)OO (m-chloroperbenzoic acid), C(CCC)OCCOC1=CC=C(C=C1)C=1C=CC2=C(C=C(CCN2CCC)C(=O)NC2=CC=C(C=C2)SCCN2N=CN=C2)C1 (7-[4-(2-butoxyethoxy)phenyl]-1-propyl-N-[4-[[2-(1,2,4-triazol-1-yl)ethyl]sulfanyl]phenyl]-2,3-dihydro-1-benzazepine-4-carboxamide), S(=S)(=O)([O-])[O-].[Na+].[Na+] (sodium thiosulfate). Solvent: C(Cl)Cl (methylene chloride), C(Cl)Cl (methylene chloride). Run at time 15 minute. The product is C(CCC)OCCOC1=CC=C(C=C1)C=1C=CC2=C(C=C(CCN2CCC)C(=O)NC2=CC=C(C=C2)S(=O)CCN2N=CN=C2)C1 (7-[4-(2-butoxyethoxy)phenyl]-1-propyl-N-[4-[[2-(1,2,4-triazol-1-yl)ethyl]sulfinyl]phenyl]-2,3-dihydro-1-benzazepine-4-carboxamide). The yield is 64.6%. RXN SMILES: [CH2:1]([O:5][CH2:6][CH2:7][O:8][C:9]1[CH:14]=[CH:13][C:12]([C:15]2[CH:16]=[CH:17][C:18]3[N:24]([CH2:25][CH2:26][CH3:27])[CH2:23][CH2:22][C:21]([C:28]([NH:30][C:31]4[CH:36]=[CH:35][C:34]([S:37][CH2:38][CH2:39][N:40]5[CH:44]=[N:43][CH:42]=[N:41]5)=[CH:33][CH:32]=4)=[O:29])=[CH:20][C:19]=3[CH:45]=2)=[CH:11][CH:10]=1)[CH2:2][CH2:3][CH3:4].ClC1C=CC=C(C(OO)=[O:54])C=1.S([O-])([O-])(=O)=S.[Na+].[Na+]>C(Cl)Cl>[CH2:1]([O:5][CH2:6][CH2:7][O:8][C:9]1[CH:10]=[CH:11][C:12]([C:15]2[CH:16]=[CH:17][C:18]3[N:24]([CH2:25][CH2:26][CH3:27])[CH2:23][CH2:22][C:21]([C:28]([NH:30][C:31]4[CH:32]=[CH:33][C:34]([S:37]([CH2:38][CH2:39][N:40]5[CH:44]=[N:43][CH:42]=[N:41]5)=[O:54])=[CH:35][CH:36]=4)=[O:29])=[CH:20][C:19]=3[CH:45]=2)=[CH:13][CH:14]=1)[CH2:2][CH2:3][CH3:4] |f:2.3.4|. Procedure: 7-[4-(2-butoxyethoxy)phenyl]-1-propyl-N-[4-[[2-(1,2,4-triazol-1-yl)ethyl]sulfanyl]phenyl]-2,3-dihydro-1-benzazepine-4-carboxamide (0.86 g) was dissolved in methylene chloride (25.8 ml), and to the mixture was added dropwise a solution of m-chloroperbenzoic acid (0.36 g) in methylene chloride (17.2 ml) at −78° C., and the mixture was stirred for 15 minutes. To the reaction mixture was added an aqueous solution of saturated sodium thiosulfate, and the mixture was extracted with ethyl acetate. The ...